From a dataset of the Open Reaction Database (ORD), a public repository of structured organic reaction records. describe an organic reaction: reactants, conditions, products, and yield Reactants: C1(CC1)COC1=NC=C(C(=O)O)C=C1C1=CC(=C(C=C1)F)F (6-(cyclopropylmethoxy)-5-(3,4-difluorophenyl)-nicotinic acid), FC(C1=NOC(=N1)CN)(F)F (3-trifluoromethyl-[1,2,4]oxadiazol-5-methanamine). Yields the product C1(CC1)COC1=NC=C(C(=O)NCC2=NC(=NO2)C(F)(F)F)C=C1C1=CC(=C(C=C1)F)F (6-(cyclopropylmethoxy)-5-(3,4-difluorophenyl)-N-((3-(trifluoromethyl)-1,2,4-oxadiazol-5-yl)methyl)nicotinamide). Reaction SMILES: [CH:1]1([CH2:4][O:5][C:6]2[C:14]([C:15]3[CH:20]=[CH:19][C:18]([F:21])=[C:17]([F:22])[CH:16]=3)=[CH:13][C:9]([C:10]([OH:12])=O)=[CH:8][N:7]=2)[CH2:3][CH2:2]1.[F:23][C:24]([F:33])([F:32])[C:25]1[N:29]=[C:28]([CH2:30][NH2:31])[O:27][N:26]=1>>[CH:1]1([CH2:4][O:5][C:6]2[C:14]([C:15]3[CH:20]=[CH:19][C:18]([F:21])=[C:17]([F:22])[CH:16]=3)=[CH:13][C:9]([C:10]([NH:31][CH2:30][C:28]3[O:27][N:26]=[C:25]([C:24]([F:33])([F:32])[F:23])[N:29]=3)=[O:12])=[CH:8][N:7]=2)[CH2:2][CH2:3]1. Procedure: The title compound was synthesized in analogy to Example 1 using 6-(cyclopropylmethoxy)-5-(3,4-difluorophenyl)-nicotinic acid (example CD) and 3-trifluoromethyl-[1,2,4]oxadiazol-5-methanamine (example AK) as starting materials; LC-MS (UV peak area/ESI) 100.0%, 455.1 (M+H)+.